Dataset: the Open Reaction Database (ORD), a public repository of structured organic reaction records. Task: describe an organic reaction: reactants, conditions, products, and yield Starting materials: CO, [H][H], NC(CC(=O)N1CCCC1C(=O)NCc1cc(Cl)ccc1OCC(=O)NC1CC1)Cc1ccccc1, [OH-], [OH-], [Pd+2]. Product: NC(CC(=O)N1CCCC1C(=O)NCc1ccccc1OCC(=O)NC1CC1)Cc1ccccc1. RXN SMILES: [CH3:39][OH:40].[H:37][H:38].[NH2:1][CH:2]([CH2:3][C:4](=[O:5])[N:6]1[CH:7]([C:8](=[O:9])[NH:10][CH2:11][c:12]2[c:13]([O:19][CH2:20][C:21](=[O:22])[NH:23][CH:24]3[CH2:25][CH2:26]3)[cH:14][cH:15][c:16]([Cl:18])[cH:17]2)[CH2:27][CH2:28][CH2:29]1)[CH2:30][c:31]1[cH:32][cH:33][cH:34][cH:35][cH:36]1.[OH-:41].[OH-:43].[Pd+2:42]>>[NH2:1][CH:2]([CH2:3][C:4](=[O:5])[N:6]1[CH:7]([C:8](=[O:9])[NH:10][CH2:11][c:12]2[c:13]([O:19][CH2:20][C:21](=[O:22])[NH:23][CH:24]3[CH2:25][CH2:26]3)[cH:14][cH:15][cH:16][cH:17]2)[CH2:27][CH2:28][CH2:29]1)[CH2:30][c:31]1[cH:32][cH:33][cH:34][cH:35][cH:36]1. Product: ClC1=C(C=C(C2=C1C(CO2)C)C2O[C@@H]([C@H]([C@@H]([C@H]2OCC2=CC=CC=C2)OCC2=CC=CC=C2)OCC2=CC=CC=C2)COCC2=CC=CC=C2)CC2=CC=C(C=C2)OCC (4-Chloro-5-(4-ethoxybenzyl)-3-methyl-7-((3S,4R,5R,6R)-3,4,5-tris(benzyloxy)-6-(benzyloxymethyl)-tetrahydro-2H-pyran-2-yl)-2,3-dihydrobenzofuran). Reactants: C(C=C)OC1=C(C=C(C(=C1Br)Cl)CC1=CC=C(C=C1)OCC)C1O[C@@H]([C@H]([C@@H]([C@H]1OCC1=CC=CC=C1)OCC1=CC=CC=C1)OCC1=CC=CC=C1)COCC1=CC=CC=C1 ((3S,4R,5R,6R)-2-(2-(allyloxy)-3-bromo-4-chloro-5-(4-ethoxybenzyl)phenyl)-3,4,5-tris(benzyloxy)-6-(benzyloxymethyl)-tetrahydro-2H-pyran), C(CCC)[SnH](CCCC)CCCC (tributyltin hydride), CC(C)(C#N)N=NC(C)(C)C#N (AIBN). As a reaction SMILES: [CH2:1]([O:4][C:5]1[C:10](Br)=[C:9]([Cl:12])[C:8]([CH2:13][C:14]2[CH:19]=[CH:18][C:17]([O:20][CH2:21][CH3:22])=[CH:16][CH:15]=2)=[CH:7][C:6]=1[CH:23]1[C@H:28]([O:29][CH2:30][C:31]2[CH:36]=[CH:35][CH:34]=[CH:33][CH:32]=2)[C@@H:27]([O:37][CH2:38][C:39]2[CH:44]=[CH:43][CH:42]=[CH:41][CH:40]=2)[C@H:26]([O:45][CH2:46][C:47]2[CH:52]=[CH:51][CH:50]=[CH:49][CH:48]=2)[C@@H:25]([CH2:53][O:54][CH2:55][C:56]2[CH:61]=[CH:60][CH:59]=[CH:58][CH:57]=2)[O:24]1)[CH:2]=[CH2:3].C([SnH](CCCC)CCCC)CCC.CC(N=NC(C#N)(C)C)(C#N)C>C1(C)C=CC=CC=1>[Cl:12][C:9]1[C:10]2[CH:2]([CH3:3])[CH2:1][O:4][C:5]=2[C:6]([CH:23]2[C@H:28]([O:29][CH2:30][C:31]3[CH:32]=[CH:33][CH:34]=[CH:35][CH:36]=3)[C@@H:27]([O:37][CH2:38][C:39]3[CH:40]=[CH:41][CH:42]=[CH:43][CH:44]=3)[C@H:26]([O:45][CH2:46][C:47]3[CH:52]=[CH:51][CH:50]=[CH:49][CH:48]=3)[C@@H:25]([CH2:53][O:54][CH2:55][C:56]3[CH:57]=[CH:58][CH:59]=[CH:60][CH:61]=3)[O:24]2)=[CH:7][C:8]=1[CH2:13][C:14]1[CH:15]=[CH:16][C:17]([O:20][CH2:21][CH3:22])=[CH:18][CH:19]=1. Procedure details: To a solution of (3S,4R,5R,6R)-2-(2-(allyloxy)-3-bromo-4-chloro-5-(4-ethoxybenzyl)phenyl)-3,4,5-tris(benzyloxy)-6-(benzyloxymethyl)-tetrahydro-2H-pyran (325 mg, 0.359 mmole) in toluene (15 mL) were added tributyltin hydride (0.29 mL, 1.08 mmole) and AIBN (5.9 mg, 0.0359 mmole) in one portion. The resulting solution was refluxed overnight. The reaction mixture was filtered on the KF pad followed by concentrated in vacuo. The crude residue was purified on Biotage® purification apparatus to yield t... The yield is 34.4%. Run in C1(=CC=CC=C1)C (toluene).